From a dataset of the Open Reaction Database (ORD), a public repository of structured organic reaction records. describe an organic reaction: reactants, conditions, products, and yield Reactants: solid, Cl.Cl.Cl.O1CCC=2C(=NC=CC21)N2CCN(CC2)CC[C@@H]2CC[C@H](CC2)N (trans-4-{2-[4-(2,3-dihydrofuro[3,2-c]pyridin-4-yl)-piperazin-1-yl]-ethyl}-cyclohexanamine trihydrochloride), Cl.Cl.Cl.O1CCC=2C(=NC=CC21)N2CCN(CC2)CC[C@@H]2CC[C@H](CC2)N (trans-4-{2-[4-(2,3-dihydrofuro[3,2-c]pyridin-4-yl)-piperazin-1-yl]-ethyl}-cyclohexanamine trihydrochloride), CC(C(=O)O)CC (rac-2-methylbutanoic acid). Yields the product O1CCC=2C(=NC=CC21)N2CCN(CC2)CC[C@@H]2CC[C@H](CC2)NC(C(CC)C)=O (trans-N-(4-{2-[4-(2,3-Dihydro-furo[3,2-c]pyridin-4-yl)-piperazin-1-yl]-ethyl}-cyclohexyl)-rac-2-methyl-butyramide). RXN SMILES: Cl.Cl.Cl.[O:4]1[C:12]2[CH:11]=[CH:10][N:9]=[C:8]([N:13]3[CH2:18][CH2:17][N:16]([CH2:19][CH2:20][C@H:21]4[CH2:26][CH2:25][C@H:24]([NH2:27])[CH2:23][CH2:22]4)[CH2:15][CH2:14]3)[C:7]=2[CH2:6][CH2:5]1.[CH3:28][CH:29]([CH2:33][CH3:34])[C:30](O)=[O:31]>>[O:4]1[C:12]2[CH:11]=[CH:10][N:9]=[C:8]([N:13]3[CH2:18][CH2:17][N:16]([CH2:19][CH2:20][C@H:21]4[CH2:26][CH2:25][C@H:24]([NH:27][C:30](=[O:31])[CH:29]([CH3:28])[CH2:33][CH3:34])[CH2:23][CH2:22]4)[CH2:15][CH2:14]3)[C:7]=2[CH2:6][CH2:5]1 |f:0.1.2.3|. Procedure: The title compound, white solid (51 mg, 49%), MS (ISP) m/z=415.5 [(M+H)+], mp 205.5° C., was prepared in accordance with the general method of example 32 from trans-4-{2-[4-(2,3-dihydrofuro[3,2-c]pyridin-4-yl)-piperazin-1-yl]-ethyl}-cyclohexanamine trihydrochloride (intermediate C) (110 mg, 0.25 mmol) and rac-2-methylbutanoic acid The reactants are [N+](=O)([O-])C1=CC=C(C=C1)C(CC(C(=O)OCC)CCC(=O)OCC)=O (diethyl (RS)-2-(2-(4-nitrophenyl)-2-oxoethyl)glutarate). The reagents and catalysts are [Pd] (palladium on carbon). The solvent is C(C)O (ethanol). The product is NC1=CC=C(C=C1)C(CC(C(=O)OCC)CCC(=O)OCC)=O (diethyl (RS)-2-(2-(4-aminophenyl)-2-oxoethyl)glutarate). The yield is 79.3%. RXN SMILES: [N+:1]([C:4]1[CH:9]=[CH:8][C:7]([C:10](=[O:25])[CH2:11][CH:12]([CH2:18][CH2:19][C:20]([O:22][CH2:23][CH3:24])=[O:21])[C:13]([O:15][CH2:16][CH3:17])=[O:14])=[CH:6][CH:5]=1)([O-])=O>[Pd].C(O)C>[NH2:1][C:4]1[CH:5]=[CH:6][C:7]([C:10](=[O:25])[CH2:11][CH:12]([CH2:18][CH2:19][C:20]([O:22][CH2:23][CH3:24])=[O:21])[C:13]([O:15][CH2:16][CH3:17])=[O:14])=[CH:8][CH:9]=1. Reported procedure: A solution of diethyl (RS)-2-(2-(4-nitrophenyl)-2-oxoethyl)glutarate (1.48 g, 4.2 mmol) and 10% palladium on carbon (0.23 g) in ethanol (100 ml) was shaken under hydrogen (30-35 psi) for 40 minutes. The catalyst was filtered off and the filtrate concentrated in vacuo. Purification by chromatography on silica gel eluting with ethyl acetate:hexane (1:1) gave diethyl (RS)-2-(2-(4-aminophenyl)-2-oxoethyl)glutarate (1.07 g) as an oil that solidified on standing. M.P. 58°-61° C. 1H NMR (DMSO-d6), 200 ... The reactants are [BH4-].[Na+] (NaBH4), C(C1=CC=CC=C1)N1CC2C(C3=C(C2C1)SC=C3)=O (2-Benzyl-2,3,3a,7a-tetrahydro-1H-4-thia-2-aza-cyclopenta[α]pentalen-7-one). Run in CO (methanol). Run at time 8 hour. The product is C(C1=CC=CC=C1)N1CC2C(C3=C(C2C1)SC=C3)O (2-Benzyl-1,2,3,3a,7,7a-hexahydro-4-thia-2-aza-cyclopenta[α]pentalen-7-ol). Reaction SMILES: [BH4-].[Na+].[CH2:3]([N:10]1[CH2:17][CH:16]2[CH:12]([C:13](=[O:21])[C:14]3[CH:20]=[CH:19][S:18][C:15]=32)[CH2:11]1)[C:4]1[CH:9]=[CH:8][CH:7]=[CH:6][CH:5]=1>CO>[CH2:3]([N:10]1[CH2:17][CH:16]2[CH:12]([CH:13]([OH:21])[C:14]3[CH:20]=[CH:19][S:18][C:15]=32)[CH2:11]1)[C:4]1[CH:5]=[CH:6][CH:7]=[CH:8][CH:9]=1 |f:0.1|. Reported procedure: NaBH4 (1664 mg, 44 mmol) was added in portions to a solution of the product of step e) (1183 mg, 4.40 mmol) in methanol at 0° C. The reaction mixture was allowed to come to room temperature and was stirred overnight. The solvent was evaporated and the residue was diluted with brine (50 ml) and extracted with ethyl acetate (2×50 mL). The combined organic extracts were dried with MgSO4 and solvent evaporated in vacuo to afford the subtitle compound (1192 mg, quantitative conversion) that was used ... The reactants are O=C([O-])[O-], C=CCBr, COc1ccc(O)c2c1C1CCC2C1, [K+], [K+]. Product: C=CCOc1ccc(OC)c2c1C1CCC2C1. Reaction SMILES: [C:15](=[O:16])([O-:17])[O-:18].[CH2:21]([CH:22]=[CH2:23])[Br:24].[CH3:1][O:2][c:3]1[cH:4][cH:5][c:6]([OH:14])[c:7]2[c:12]1[CH:11]1[CH2:10][CH2:9][CH:8]2[CH2:13]1.[K+:19].[K+:20]>>[CH3:1][O:2][c:3]1[cH:4][cH:5][c:6]([O:14][CH2:21][CH:22]=[CH2:23])[c:7]2[c:12]1[CH:11]1[CH2:10][CH2:9][CH:8]2[CH2:13]1. Reactants: COP(OC)(=O)C(C(C)=O)=[N+]=[N-] ((1-diazo-2-oxo-propyl)-phosphonic acid dimethyl ester), C(#C)C=1C=NC2=CC=C(C=C2C1)OC(C(=O)NC(C=O)(C)COC)SC (2-(3-ethynyl-quinolin-6-yloxy)-N-(1-methoxymethyl-1-methyl-2-oxo-ethyl)-2-methylsulfanyl-acetamide), C(=O)([O-])[O-].[K+].[K+] (K2CO3). Run in C(C)(=O)OCC (ethyl acetate), CO (MeOH). Conditions: temperature 0 celsius, time 16 hour. Yields the product C(#C)C=1C=NC2=CC=C(C=C2C1)OC(C(=O)NC(C#C)(C)COC)SC (2-(3-ethynyl-quinolin-6-yloxy)-N-(1-methoxymethyl-1-methyl-prop-2-ynyl)-2-methylsulfanyl-acetamide). Yield: 87.6%. RXN SMILES: [CH3:1]OP(C(=[N+]=[N-])C(=O)C)(=O)OC.[C:13]([C:15]1[CH:16]=[N:17][C:18]2[C:23]([CH:24]=1)=[CH:22][C:21]([O:25][CH:26]([S:37][CH3:38])[C:27]([NH:29][C:30]([CH2:34][O:35][CH3:36])([CH3:33])[CH:31]=O)=[O:28])=[CH:20][CH:19]=2)#[CH:14].C([O-])([O-])=O.[K+].[K+]>CO.C(OCC)(=O)C>[C:13]([C:15]1[CH:16]=[N:17][C:18]2[C:23]([CH:24]=1)=[CH:22][C:21]([O:25][CH:26]([S:37][CH3:38])[C:27]([NH:29][C:30]([CH2:34][O:35][CH3:36])([CH3:33])[C:31]#[CH:1])=[O:28])=[CH:20][CH:19]=2)#[CH:14] |f:2.3.4|. Procedure: A mixture of (1-diazo-2-oxo-propyl)-phosphonic acid dimethyl ester (Bestmann's reagent) (43 mg) and 2-(3-ethynyl-quinolin-6-yloxy)-N-(1-methoxymethyl-1-methyl-2-oxo-ethyl)-2-methylsulfanyl-acetamide (60 mg) in MeOH (6 ml) was cooled to 0° C. Solid K2CO3 (40 mg) was added and the mixture stirred during 16 hour allowing the temperature raising to 25° C. The reaction mixture was diluted with ethyl acetate and poured onto brine. The water phase was extracted twice with ethyl acetate and the combined... The reactants are ClP(Cl)(Cl)(Cl)Cl, O=C(O)c1cc([N+](=O)[O-])ccc1Cl. The product is O=C(Cl)c1cc([N+](=O)[O-])ccc1Cl. Reaction SMILES: [Cl:14][P:15]([Cl:16])([Cl:17])([Cl:18])[Cl:19].[Cl:1][c:2]1[c:3]([C:4](=[O:5])[OH:6])[cH:7][c:8]([N+:11](=[O:12])[O-:13])[cH:9][cH:10]1>>[Cl:1][c:2]1[c:3]([C:4](=[O:5])[Cl:14])[cH:7][c:8]([N+:11](=[O:12])[O-:13])[cH:9][cH:10]1. The reactants are F[B-](F)(F)F, O=C(O)c1cnc(OCC2CC2)c(Br)c1, CCN(C(C)C)C(C)C, NC1CCCCC1O, CN(C)C=O, CN(C)C(On1nnc2ccccc21)=[N+](C)C. Product: O=C(NC1CCCCC1O)c1cnc(OCC2CC2)c(Br)c1. As a reaction SMILES: [B-:16]([F:17])([F:18])([F:19])[F:20].[Br:1][c:2]1[c:3]([O:11][CH2:12][CH:13]2[CH2:14][CH2:15]2)[n:4][cH:5][c:6]([C:7](=[O:8])[OH:9])[cH:10]1.[CH:38]([N:39]([CH2:40][CH3:41])[CH:42]([CH3:43])[CH3:44])([CH3:45])[CH3:46].[NH2:47][CH:48]1[CH:49]([OH:54])[CH2:50][CH2:51][CH2:52][CH2:53]1.[O:55]=[CH:56][N:57]([CH3:58])[CH3:59].[n:21]1([O:22][C:23]([N:24]([CH3:25])[CH3:26])=[N+:27]([CH3:28])[CH3:29])[c:30]2[cH:31][cH:32][cH:33][cH:34][c:35]2[n:36][n:37]1>>[Br:1][c:2]1[c:3]([O:11][CH2:12][CH:13]2[CH2:14][CH2:15]2)[n:4][cH:5][c:6]([C:7](=[O:9])[NH:47][CH:48]2[CH:49]([OH:54])[CH2:50][CH2:51][CH2:52][CH2:53]2)[cH:10]1. Reactants: FC(C(=O)[O-])(F)F.C(=O)N[C@H]1[C@@H]2N(C(=C(CS2)\C=C\C[N+](C)(C)[C@H](CO)C(N)=O)C(=O)O)C1=O (7β-Formamido-3-[(E)-3-[((R)-1 -Carbamoyl-2-Hydroxyethyl)dimethylammonio]-1-Propenyl]-3-Cephem-4-Carboxylate Trifluoroacetate), Cl.CO (hydrochloric acid methanol). Yields the product Cl.N[C@H]1[C@@H]2N(C(=C(CS2)\C=C\C[N+](C)(C)[C@H](CO)C(N)=O)C(=O)[O-])C1=O (7β-Amino-3-[(E)-3-[((R)-1-Carbamoyl-2-Hydroxyethyl)Dimethylammonio]-1-Propenyl]-3-Cephem-4-Carboxylate Hydrochloride). Reaction SMILES: FC(F)(F)C([O-])=O.C([NH:10][C@@H:11]1[C:33](=[O:34])[N:13]2[C:14]([C:30]([OH:32])=[O:31])=[C:15](/[CH:18]=[CH:19]/[CH2:20][N+:21]([C@@H:24]([C:27](=[O:29])[NH2:28])[CH2:25][OH:26])([CH3:23])[CH3:22])[CH2:16][S:17][C@H:12]12)=O.[ClH:35].CO>>[ClH:35].[NH2:10][C@@H:11]1[C:33](=[O:34])[N:13]2[C:14]([C:30]([O-:32])=[O:31])=[C:15](/[CH:18]=[CH:19]/[CH2:20][N+:21]([C@@H:24]([C:27](=[O:29])[NH2:28])[CH2:25][OH:26])([CH3:23])[CH3:22])[CH2:16][S:17][C@H:12]12 |f:0.1,2.3,4.5|. Procedure details: In a similar manner as in Example 24, the compound (4 g) of Example 29 was stirred in a 4% (w/w) hydrochloric acid-methanol solution (40 ml) to obtain the target product (2.57 g).